Dataset: the Open Reaction Database (ORD), a public repository of structured organic reaction records. Task: describe an organic reaction: reactants, conditions, products, and yield The reactants are C(=NC1CCCCC1)=NC1CCCCC1, ClCCl, C1CCOC1, Cc1cc(=O)n2nc(SCC3=C(C(=O)OC(c4ccccc4)c4ccccc4)N4C(=O)C(N)C4SC3)sc2n1, COC(C)(C)ON=C(C(=O)O)c1csc(NC(c2ccccc2)(c2ccccc2)c2ccccc2)n1. RXN SMILES: [CH:81]1([N:82]=[C:83]=[N:84][CH:85]2[CH2:86][CH2:87][CH2:88][CH2:89][CH2:90]2)[CH2:91][CH2:92][CH2:93][CH2:94][CH2:95]1.[Cl:96][CH2:97][Cl:98].[O:76]1[CH2:77][CH2:78][CH2:79][CH2:80]1.[c:1]1([CH:7]([c:8]2[cH:9][cH:10][cH:11][cH:12][cH:13]2)[O:14][C:15](=[O:16])[C:17]2=[C:24]([CH2:25][S:26][c:27]3[n:28][n:29]4[c:30]([n:31][c:32]([CH3:36])[cH:33][c:34]4=[O:35])[s:37]3)[CH2:23][S:22][CH:21]3[N:18]2[C:19](=[O:39])[CH:20]3[NH2:38])[cH:2][cH:3][cH:4][cH:5][cH:6]1.[c:40]1([C:46]([c:47]2[cH:48][cH:49][cH:50][cH:51][cH:52]2)([c:53]2[cH:54][cH:55][cH:56][cH:57][cH:58]2)[NH:59][c:60]2[s:61][cH:62][c:63]([C:65]([C:66](=[O:67])[OH:68])=[N:69][O:70][C:71]([CH3:72])([CH3:73])[O:74][CH3:75])[n:64]2)[cH:41][cH:42][cH:43][cH:44][cH:45]1>>[c:1]1([CH:7]([c:8]2[cH:9][cH:10][cH:11][cH:12][cH:13]2)[O:14][C:15](=[O:16])[C:17]2=[C:24]([CH2:25][S:26][c:27]3[n:28][n:29]4[c:30]([n:31][c:32]([CH3:36])[cH:33][c:34]4=[O:35])[s:37]3)[CH2:23][S:22][CH:21]3[N:18]2[C:19](=[O:39])[CH:20]3[NH:38][C:66]([C:65]([c:63]2[cH:62][s:61][c:60]([NH:59][C:46]([c:40]3[cH:41][cH:42][cH:43][cH:44][cH:45]3)([c:47]3[cH:48][cH:49][cH:50][cH:51][cH:52]3)[c:53]3[cH:54][cH:55][cH:56][cH:57][cH:58]3)[n:64]2)=[N:69][O:70][C:71]([CH3:72])([CH3:73])[O:74][CH3:75])=[O:67])[cH:2][cH:3][cH:4][cH:5][cH:6]1. Yields the product COC(C)(C)ON=C(C(=O)NC1C(=O)N2C(C(=O)OC(c3ccccc3)c3ccccc3)=C(CSc3nn4c(=O)cc(C)nc4s3)CSC12)c1csc(NC(c2ccccc2)(c2ccccc2)c2ccccc2)n1.